This data is from the Open Reaction Database (ORD), a public repository of structured organic reaction records. The task is: describe an organic reaction: reactants, conditions, products, and yield Starting materials: C1(=C(C(=CC(=C1)C)C)S(=O)(=O)Cl)C (2-Mesitylenesulfonyl chloride), C(C)(C)N(CC)C(C)C (diisopropylethylamine), NC1=NC(=C(C(=N1)O)CC1=C(C=C(C=C1)CO)OC)C (2-amino-5-(4-(hydroxymethyl)-2-methoxybenzyl)-6-methylpyrimidin-4-ol). Solvent: O (water), C1CCOC1 (THF). The product is CC1=C(C(=CC(=C1)C)C)S(=O)(=O)OC1=NC(=NC(=C1CC1=C(C=C(C=C1)CO)OC)C)N (2-amino-5-(4-(hydroxymethyl)-2-methoxybenzyl)-6-methylpyrimidin-4-yl 2,4,6-trimethylbenzenesulfonate). The yield is 84.8%. As a reaction SMILES: [C:1]1([CH3:13])[CH:6]=[C:5]([CH3:7])[CH:4]=[C:3]([CH3:8])[C:2]=1[S:9](Cl)(=[O:11])=[O:10].C(N(C(C)C)CC)(C)C.[NH2:23][C:24]1[N:29]=[C:28]([OH:30])[C:27]([CH2:31][C:32]2[CH:37]=[CH:36][C:35]([CH2:38][OH:39])=[CH:34][C:33]=2[O:40][CH3:41])=[C:26]([CH3:42])[N:25]=1>C1COCC1.O>[CH3:13][C:1]1[CH:6]=[C:5]([CH3:7])[CH:4]=[C:3]([CH3:8])[C:2]=1[S:9]([O:30][C:28]1[C:27]([CH2:31][C:32]2[CH:37]=[CH:36][C:35]([CH2:38][OH:39])=[CH:34][C:33]=2[O:40][CH3:41])=[C:26]([CH3:42])[N:25]=[C:24]([NH2:23])[N:29]=1)(=[O:11])=[O:10]. Reported procedure: 2-Mesitylenesulfonyl chloride (7.2 g) was added to a suspension of diisopropylethylamine (5.5 mL) and the product from step (iii) (6.1 g) in THF (200 mL) and the mixture was stirred under reflux for 12 h. The resulting mixture was diluted with water and extracted with EtOAc. The combined organic layer was washed with brine, dried and concentrated under reduced pressure. The residue was purified by flash column chromatography on amino silica gel to afford the sub-title compound (8.6 g) as a white...